Dataset: the Open Reaction Database (ORD), a public repository of structured organic reaction records. Task: describe an organic reaction: reactants, conditions, products, and yield The reactants are [BH4-].[Na+] (sodium borohydride), BrC=1C=C(SC1C)C=O (4-bromo-5-methylthiophene-2-carbaldehyde), [Cl-].[NH4+] (ammonium chloride). Run in C(C)O (ethanol). Reaction conditions: time 1 hour. The product is BrC=1C=C(SC1C)CO ((4-bromo-5-methylthiophen-2-yl)methanol). Isolated yield 78.2%. RXN SMILES: [Br:1][C:2]1[CH:3]=[C:4]([CH:8]=[O:9])[S:5][C:6]=1[CH3:7].[BH4-].[Na+].[Cl-].[NH4+]>C(O)C>[Br:1][C:2]1[CH:3]=[C:4]([CH2:8][OH:9])[S:5][C:6]=1[CH3:7] |f:1.2,3.4|. Reported procedure: A solution of the compound (1.00 g) obtained in Example 126a in ethanol (20 mL) was cooled in an ice bath, and sodium borohydride (0.28 g) was added. The reaction mixture was stirred at room temperature for 1 hr and cooled in an ice bath. Aqueous saturated ammonium chloride was added, and the mixture was extracted with ethyl acetate. The ethyl acetate layer was washed successively with aqueous saturated ammonium chloride and saturated brine, dried over magnesium sulfate, and concentrated under r... Starting materials: CC(Oc1c(N)ncc2c(Br)coc12)c1c(Cl)ccc(F)c1Cl, C1COCCO1, CCCC[Sn](CCCC)(CCCC)c1nccs1, ClCCl, [F-], [K+], c1ccc(P(c2ccccc2)(c2ccccc2)[Pd](P(c2ccccc2)(c2ccccc2)c2ccccc2)(P(c2ccccc2)(c2ccccc2)c2ccccc2)P(c2ccccc2)(c2ccccc2)c2ccccc2)cc1. Product: CC(Oc1c(N)ncc2c(-c3nccs3)coc12)c1c(Cl)ccc(F)c1Cl. As a reaction SMILES: [Br:1][c:2]1[cH:3][o:4][c:5]2[c:6]1[cH:7][n:8][c:9]([NH2:23])[c:10]2[O:11][CH:12]([CH3:13])[c:14]1[c:15]([Cl:22])[c:16]([F:21])[cH:17][cH:18][c:19]1[Cl:20].[CH2:26]1[O:27][CH2:28][CH2:29][O:30][CH2:31]1.[CH2:32]([Sn:33]([CH2:34][CH2:35][CH2:36][CH3:42])([c:37]1[s:38][cH:39][cH:40][n:41]1)[CH2:43][CH2:44][CH2:45][CH3:46])[CH2:47][CH2:48][CH3:49].[Cl:50][CH2:51][Cl:52].[F-:24].[K+:25].[cH:53]1[cH:54][cH:55][c:56]([P:57]([Pd:58]([P:59]([c:60]2[cH:61][cH:62][cH:63][cH:64][cH:65]2)([c:66]2[cH:67][cH:68][cH:69][cH:70][cH:71]2)[c:72]2[cH:73][cH:74][cH:75][cH:76][cH:77]2)([P:78]([c:79]2[cH:80][cH:81][cH:82][cH:83][cH:84]2)([c:85]2[cH:86][cH:87][cH:88][cH:89][cH:90]2)[c:91]2[cH:92][cH:93][cH:94][cH:95][cH:96]2)[P:97]([c:98]2[cH:99][cH:100][cH:101][cH:102][cH:103]2)([c:104]2[cH:105][cH:106][cH:107][cH:108][cH:109]2)[c:110]2[cH:111][cH:112][cH:113][cH:114][cH:115]2)([c:116]2[cH:117][cH:118][cH:119][cH:120][cH:121]2)[c:122]2[cH:123][cH:124][cH:125][cH:126][cH:127]2)[cH:128][cH:129]1>>[c:2]1(-[c:37]2[s:38][cH:39][cH:40][n:41]2)[cH:3][o:4][c:5]2[c:6]1[cH:7][n:8][c:9]([NH2:23])[c:10]2[O:11][CH:12]([CH3:13])[c:14]1[c:15]([Cl:22])[c:16]([F:21])[cH:17][cH:18][c:19]1[Cl:20]. Starting materials: [N+](=O)([O-])C=1C=CC(=NC1C(F)(F)F)N1C2CCC1CC2 (7-[5-nitro-6-(trifluoromethyl)-2-pyridyl]-7-azabicyclo[2.2.1]heptane). The reagents and catalysts are [Pd] (Pd/C). Run at time 16 hour. Product: C12CCC(CC1)N2C2=CC=C(C(=N2)C(F)(F)F)N (6-(7-azabicyclo[2.2.1]heptan-7-yl)-2-(trifluoromethyl)pyridin-3-amine). Yield: 80.3%. RXN SMILES: [N+:1]([C:4]1[CH:5]=[CH:6][C:7]([N:14]2[CH:18]3[CH2:19][CH2:20][CH:15]2[CH2:16][CH2:17]3)=[N:8][C:9]=1[C:10]([F:13])([F:12])[F:11])([O-])=O>[Pd]>[CH:15]12[N:14]([C:7]3[N:8]=[C:9]([C:10]([F:13])([F:11])[F:12])[C:4]([NH2:1])=[CH:5][CH:6]=3)[CH:18]([CH2:17][CH2:16]1)[CH2:19][CH2:20]2. Procedure details: A flask charged with 7-[5-nitro-6-(trifluoromethyl)-2-pyridyl]-7-azabicyclo[2.2.1]heptane (530 mg, 1.845 mmol) and 10% Pd/C (53 mg, 0.4980 mmol) was flushed with nitrogen followed by evacuating under vacuum. Ethanol (6 mL) was added under inert atmosphere and the flask fitted with a hydrogen balloon. After 16 h of vigorous stirring the Pd/C was removed by filtration and solvent was removed under reduced pressure. The crude material was purified via silica gel chromatography (0-10% ethyl acetate ... Reactants: ClC1=CC=C(C=C1)[C@H]1[C@@H]2CNC[C@@H]2C1 ((1R*,5S*,6R*)-6-(4-chlorophenyl)-3-azabicyclo[3.2.0]heptane), C([O-])([O-])=O.[K+].[K+] (potassium carbonate), BrC(C(=O)OC)(C)C (methyl 2-bromo-2-methylpropanoate). Solvent: CN(C=O)C (N,N-dimethylformamide). Run at temperature 80 celsius, time 16 hour. Yields the product ClC1=CC=C(C=C1)[C@H]1[C@@H]2CN(C[C@@H]2C1)C(C(=O)OC)(C)C (methyl 2-[(1R*,5S*,6R*)-6-(4-chlorophenyl)-3-azabicyclo[3.2.0]hept-3-yl]-2-methylpropanoate). As a reaction SMILES: [Cl:1][C:2]1[CH:7]=[CH:6][C:5]([C@@H:8]2[CH2:14][C@@H:13]3[C@H:9]2[CH2:10][NH:11][CH2:12]3)=[CH:4][CH:3]=1.C(=O)([O-])[O-].[K+].[K+].Br[C:22]([CH3:28])([CH3:27])[C:23]([O:25][CH3:26])=[O:24]>CN(C)C=O>[Cl:1][C:2]1[CH:7]=[CH:6][C:5]([C@@H:8]2[CH2:14][C@@H:13]3[C@H:9]2[CH2:10][N:11]([C:22]([CH3:28])([CH3:27])[C:23]([O:25][CH3:26])=[O:24])[CH2:12]3)=[CH:4][CH:3]=1 |f:1.2.3|. Reported procedure: To a solution of (1R*,5S*,6R*)-6-(4-chlorophenyl)-3-azabicyclo[3.2.0]heptane (Steiner, G., et al., Heterocycles, 1995, 40, 319-330) (1.0 g, 1.3 mmol) in N,N-dimethylformamide (40 mL) were added potassium carbonate (1.0 g, 7.5 mmol) and methyl 2-bromo-2-methylpropanoate (0.4 mL, 3.0 mmol, Aldrich). After stirring at 80° C. for 16 hours, the reaction mixture was cooled and quenched with water (30 mL). The aqueous layer was extracted with ethyl acetate (3×50 mL). The combined organic extracts were ... Starting materials: O=C([O-])[O-], O=C(OCc1ccccc1)N1CCCC(CI)C1, CC#N, [Cs+], [Cs+], Oc1ccc(OC(F)(F)F)cc1. The product is O=C(OCc1ccccc1)N1CCCC(COc2ccc(OC(F)(F)F)cc2)C1. RXN SMILES: [C:31](=[O:32])([O-:33])[O-:34].[CH2:1]([c:2]1[cH:3][cH:4][cH:5][cH:6][cH:7]1)[O:8][C:9](=[O:10])[N:11]1[CH2:12][CH:13]([CH2:17][I:18])[CH2:14][CH2:15][CH2:16]1.[CH3:37][C:38]#[N:39].[Cs+:35].[Cs+:36].[F:19][C:20]([O:21][c:22]1[cH:23][cH:24][c:25]([OH:28])[cH:26][cH:27]1)([F:29])[F:30]>>[CH2:1]([c:2]1[cH:3][cH:4][cH:5][cH:6][cH:7]1)[O:8][C:9](=[O:10])[N:11]1[CH2:12][CH:13]([CH2:17][O:28][c:25]2[cH:24][cH:23][c:22]([O:21][C:20]([F:19])([F:29])[F:30])[cH:27][cH:26]2)[CH2:14][CH2:15][CH2:16]1. Yields the product CNC(CC1=CC(=C(C(=C1)OC)OC)OC)=O (N-Methyl-3,4,5-trimethoxybenzeneacetamide). Reactants: COC=1C=C(C=C(C1OC)OC)CC(=O)Cl (3,4,5-trimethoxybenzeneacetyl chloride), CN (methylamine). Reported procedure: In a manner similar to Preparation 16, react 3,4,5-trimethoxybenzeneacetyl chloride with methylamine to obtain the title compound. RXN SMILES: [CH3:1][O:2][C:3]1[CH:4]=[C:5]([CH2:13][C:14](Cl)=[O:15])[CH:6]=[C:7]([O:11][CH3:12])[C:8]=1[O:9][CH3:10].[CH3:17][NH2:18]>>[CH3:17][NH:18][C:14](=[O:15])[CH2:13][C:5]1[CH:4]=[C:3]([O:2][CH3:1])[C:8]([O:9][CH3:10])=[C:7]([O:11][CH3:12])[CH:6]=1.